Dataset: the Open Reaction Database (ORD), a public repository of structured organic reaction records. Task: describe an organic reaction: reactants, conditions, products, and yield Reactants: ClC1N(C(C2=NC=CN=C21)=O)C2=NC1=NC(=CC=C1C=C2)Cl (5-chloro-6-(7-chloro-1,8-naphthyridin-2-yl)-6, 7-dihydro-7-oxo-5H-pyrrolo[3,4-b]pyrazine), C(C)O (ethanol), CC(C(CC(=O)OCC)=O)C (ethyl 4-methyl-3-oxopentanoate), [Na] (sodium). Run in C(Cl)Cl (methylene chloride). The product is ClC1=CC=C2C=CC(=NC2=N1)N1C(C2=NC=CN=C2C1C(C(=O)OCC)C(C(C)C)=O)=O (ethyl 2-{6-(7-chloro-1, 8-naphthyridin-2-yl)-6,7-dihydro-7-oxo-5H-pyrrolo[3, 4-b]pyrazin-5yl}-4-methyl-3-oxopentanoate). Isolated yield 43.9%. RXN SMILES: Cl[CH:2]1[C:10]2[C:5](=[N:6][CH:7]=[CH:8][N:9]=2)[C:4](=[O:11])[N:3]1[C:12]1[CH:21]=[CH:20][C:19]2[C:14](=[N:15][C:16]([Cl:22])=[CH:17][CH:18]=2)[N:13]=1.[CH3:23][CH:24]([CH3:33])[C:25](=[O:32])[CH2:26][C:27]([O:29][CH2:30][CH3:31])=[O:28].[Na].C(O)C>C(Cl)Cl>[Cl:22][C:16]1[N:15]=[C:14]2[C:19]([CH:20]=[CH:21][C:12]([N:3]3[CH:2]([CH:26]([C:25](=[O:32])[CH:24]([CH3:33])[CH3:23])[C:27]([O:29][CH2:30][CH3:31])=[O:28])[C:10]4[C:5](=[N:6][CH:7]=[CH:8][N:9]=4)[C:4]3=[O:11])=[N:13]2)=[CH:18][CH:17]=1 |^1:33|. Reported procedure: Ethyl 2-{6-(7-chloro-1,8-naphthyridin-2-yl)-6, 7-dihydro-7-oxo-5H-pyrrolo[3,4-b]pyrazin-5-yl}-4-methyl-3oxopentanoate may be obtained as in Example 29, but starting with 5-chloro-6-(7-chloro-1,8-naphthyridin-2-yl)-6, 7-dihydro-7-oxo-5H-pyrrolo[3,4-b]pyrazine (13 g), ethyl 4-methyl-3-oxopentanoate (8.7 g), sodium (1.1 g), ethanol (400 cc) and methylene chloride (200 cc). After recrystallization in methanol, ethyl 2-{6-(7-chloro-1, 8-naphthyridin-2-yl)-6,7-dihydro-7-oxo-5H-pyrrolo[3, 4-b]pyrazin-5... Reactants: Intermediate A8, OC(C(=O)O)C (2-hydroxy-propionic acid), NC1=NC=C(C=C1)C (2-amino-5-picoline). Yields the product OC(C(=O)NC1=NC=C(C=C1)C)C (2-Hydroxy-N-(5-methylpyridin-2-yl)propanamide). RXN SMILES: [OH:1][CH:2]([CH3:6])[C:3](O)=[O:4].[NH2:7][C:8]1[CH:13]=[CH:12][C:11]([CH3:14])=[CH:10][N:9]=1>>[OH:1][CH:2]([CH3:6])[C:3]([NH:7][C:8]1[CH:13]=[CH:12][C:11]([CH3:14])=[CH:10][N:9]=1)=[O:4]. Reported procedure: The title compound was prepared in a manner similar to that described for Intermediate A8, starting from 2-hydroxy-propionic acid and 2-amino-5-picoline, 1H NMR (300 MHz, CD3OD) δ 8.11 (d, 1H), 8.05 (d, 1H), 7.64 (dd, 1H), 4.26 (q, 1H), 2.30 (s, 3H), 1.43 (d, 3H). Starting materials: C1CC(=O)N(C1=O)Br (NBS), C(C1=CC=CC=C1)(=O)OOC(C1=CC=CC=C1)=O (benzoyl peroxide), FC1=CC2=C(C=CC3=C(C2=CC(=O)OCC)C=CC(=C3)C)C=C1 (Ethyl (7-fluoro-2-methyl-5H-dibenzo[a,d]cyclohepten-5-yliden)acetate). Run in C(Cl)(Cl)(Cl)Cl (carbon tetrachloride). Product: BrCC1=CC2=C(C(C3=C(C=C2)C=CC(=C3)F)=CC(=O)OCC)C=C1 (Ethyl (2-bromomethyl-7-fluoro-5H-dibenzo[a,d]cyclohepten-5-yliden)acetate). Reaction SMILES: [F:1][C:2]1[CH:23]=[CH:22][C:5]2[CH:6]=[CH:7][C:8]3[CH:20]=[C:19]([CH3:21])[CH:18]=[CH:17][C:9]=3[C:10](=[CH:11][C:12]([O:14][CH2:15][CH3:16])=[O:13])[C:4]=2[CH:3]=1.C1C(=O)N([Br:31])C(=O)C1.C(OOC(=O)C1C=CC=CC=1)(=O)C1C=CC=CC=1>C(Cl)(Cl)(Cl)Cl>[Br:31][CH2:21][C:19]1[CH:18]=[CH:17][C:9]2[C:10](=[CH:11][C:12]([O:14][CH2:15][CH3:16])=[O:13])[C:4]3[CH:3]=[C:2]([F:1])[CH:23]=[CH:22][C:5]=3[CH:6]=[CH:7][C:8]=2[CH:20]=1. Reported procedure: Compound 4-a (0.24 g) was dissolved in 20 ml of carbon tetrachloride, and 0.14 g of NBS and catalytic amount of benzoyl peroxide were added to the solution, followed by heating under reflux for 4 hours. After cooling, insoluble matters were filtered off and the filtrate was diluted with dichloromethane. The dilution of the filtrate was washed with a saturated aqueous solution of sodium chloride and dried over anhydrous magnesium sulfate, and the solvent was distilled off under reduced pressure. ... Starting materials: CCOC(=O)C1OC1C(=O)O, NC(Cc1ccccc1)Cc1ccccc1, C(=NC1CCCCC1)=NC1CCCCC1. Yields the product CCOC(=O)C1OC1C(=O)NC(Cc1ccccc1)Cc1ccccc1. Reaction SMILES: [CH2:1]([CH3:2])[O:3][C:4](=[O:5])[CH:6]1[CH:7]([C:9](=[O:10])[OH:11])[O:8]1.[CH2:27]([c:28]1[cH:29][cH:30][cH:31][cH:32][cH:33]1)[CH:34]([CH2:35][c:36]1[cH:37][cH:38][cH:39][cH:40][cH:41]1)[NH2:42].[CH:12]1([N:13]=[C:14]=[N:15][CH:16]2[CH2:17][CH2:18][CH2:19][CH2:20][CH2:21]2)[CH2:22][CH2:23][CH2:24][CH2:25][CH2:26]1>>[CH2:1]([CH3:2])[O:3][C:4](=[O:5])[CH:6]1[CH:7]([C:9](=[O:11])[NH:42][CH:34]([CH2:27][c:28]2[cH:29][cH:30][cH:31][cH:32][cH:33]2)[CH2:35][c:36]2[cH:37][cH:38][cH:39][cH:40][cH:41]2)[O:8]1. Reactants: ClC(C(=N)N)(Cl)Cl (trichloroacetamidine), C([O-])([O-])=O.[K+].[K+] (potassium carbonate), ClC(C(=O)OCC)C(=O)C (ethyl 2-chloroacetoacetate). Solvent: O (water). Run at time 18 hour. Product: ClC=1C(=NC(=NC1C)C(Cl)(Cl)Cl)O (5-Chloro-4-Hydroxy-6-Methyl-2-Trichloromethylpyrimidine). Isolated yield 31.0%. RXN SMILES: [Cl:1][C:2]([Cl:7])([Cl:6])[C:3]([NH2:5])=[NH:4].C(=O)([O-])[O-].[K+].[K+].[Cl:14][CH:15]([C:21]([CH3:23])=O)[C:16](OCC)=[O:17]>O>[Cl:14][C:15]1[C:16]([OH:17])=[N:4][C:3]([C:2]([Cl:7])([Cl:6])[Cl:1])=[N:5][C:21]=1[CH3:23] |f:1.2.3|. Procedure: A mixture of 30.0 g (0.18 mole) trichloroacetamidine, 25.2 g (0.18 mole) potassium carbonate, 30.3 g (0.18 mole) ethyl 2-chloroacetoacetate, and 300 ml water was stirred 18 hours. The aqueous solution was decanted from heavier tars and acidified with hydrochloric acid. The precipitate that was formed was filtered, washed, and dried to give 14.7 g (31% yield; mp 130°-145° C.) of crude product. An analytical sample recrystallized from cyclohexane had mp 156°-157° C. The structure was confirmed via...